The task is: describe an organic reaction: reactants, conditions, products, and yield. This data is from the Open Reaction Database (ORD), a public repository of structured organic reaction records. Reactants: [Br-], CC[Mg+], C1CCOC1, CC(C)[O-], CC(C)[O-], CC(C)[O-], CC(C)[O-], CC(C)O, ClCCl, COC(=O)c1cnc(Nc2cnc(OC)c(F)c2)c(-c2nc(C)nc(N)n2)c1, [Na+], O=C([O-])O, [Ti+4]. Product: COc1ncc(Nc2ncc(C3(O)CC3)cc2-c2nc(C)nc(N)n2)cc1F. As a reaction SMILES: [Br-:29].[CH2:30]([CH3:31])[Mg+:32].[CH2:45]1[O:46][CH2:47][CH2:48][CH2:49]1.[CH3:50][CH:51]([CH3:52])[O-:53].[CH3:55][CH:56]([CH3:57])[O-:58].[CH3:59][CH:60]([CH3:61])[O-:62].[CH3:63][CH:64]([CH3:65])[O-:66].[CH:38]([OH:39])([CH3:40])[CH3:41].[Cl:42][CH2:43][Cl:44].[NH2:1][c:2]1[n:3][c:4](-[c:9]2[c:10]([NH:19][c:20]3[cH:21][n:22][c:23]([O:27][CH3:28])[c:24]([F:26])[cH:25]3)[n:11][cH:12][c:13]([C:14](=[O:15])[O:16][CH3:17])[cH:18]2)[n:5][c:6]([CH3:8])[n:7]1.[Na+:37].[O-:33][C:34]([OH:35])=[O:36].[Ti+4:54]>>[NH2:1][c:2]1[n:3][c:4](-[c:9]2[c:10]([NH:19][c:20]3[cH:21][n:22][c:23]([O:27][CH3:28])[c:24]([F:26])[cH:25]3)[n:11][cH:12][c:13]([C:14]3([OH:15])[CH2:30][CH2:31]3)[cH:18]2)[n:5][c:6]([CH3:8])[n:7]1. Starting materials: OC(=S)c1ccccc1, Cc1ccccc1, CCOC(C)=O, CC(C)NC(C)C, [Cu+], Fc1ccc(-n2ncc3cc(I)ccc32)cc1, [I+]. RXN SMILES: [C:18]([c:19]1[cH:20][cH:21][cH:22][cH:23][cH:24]1)(=[S:25])[OH:26].[CH3:34][c:35]1[cH:36][cH:37][cH:38][cH:39][cH:40]1.[CH3:41][CH2:42][O:43][C:44]([CH3:45])=[O:46].[CH:27]([NH:28][CH:29]([CH3:30])[CH3:31])([CH3:32])[CH3:33].[Cu+:48].[F:1][c:2]1[cH:3][cH:4][c:5](-[n:8]2[n:9][cH:10][c:11]3[cH:12][c:13]([I:17])[cH:14][cH:15][c:16]23)[cH:6][cH:7]1.[I+:47]>>[F:1][c:2]1[cH:3][cH:4][c:5](-[n:8]2[n:9][cH:10][c:11]3[cH:12][c:13]([S:25][C:18]([c:19]4[cH:20][cH:21][cH:22][cH:23][cH:24]4)=[O:26])[cH:14][cH:15][c:16]23)[cH:6][cH:7]1. The product is O=C(Sc1ccc2c(cnn2-c2ccc(F)cc2)c1)c1ccccc1. The reactants are CC(C)(C)c1ccc(F)cc1, [K+], O=[N+]([O-])[O-], O=S(=O)(O)O. Yields the product CC(C)(C)c1ccc(F)c([N+](=O)[O-])c1. RXN SMILES: [F:1][c:2]1[cH:3][cH:4][c:5]([C:8]([CH3:9])([CH3:10])[CH3:11])[cH:6][cH:7]1.[K+:12].[O-:13][N+:14]([O-:15])=[O:16].[S:17](=[O:18])(=[O:19])([OH:20])[OH:21]>>[F:1][c:2]1[c:3]([N+:14](=[O:13])[O-:15])[cH:4][c:5]([C:8]([CH3:9])([CH3:10])[CH3:11])[cH:6][cH:7]1. The reactants are C(C)(C)(C)O[AlH-](OC(C)(C)C)OC(C)(C)C.[Li+].O1CCCC1 (lithium tri-tert-butoxy-aluminohydride tetrahydrofuran), CC(C(=O)OC(C)(C)C)(C(=O)OC)C (tert-butyl methyl 2,2-dimethyl-malonate), [Cl-].[NH4+] (ammonium chloride), C(C)(=O)OCC (ethyl acetate). Solvent: O1CCCC1 (tetrahydrofuran). Product: C(C)(C)(C)OC(C(CO)(C)C)=O (3-Hydroxy-2,2-dimethyl-propionic acid tert-butyl ester). Procedure details: 1M lithium tri-tert-butoxy-aluminohydride/tetrahydrofuran solution (14 ml) was added dropwise to a solution of tert-butyl methyl 2,2-dimethyl-malonate (1.12 g) in tetrahydrofuran (30 ml) under nitrogen atmosphere over 15 minutes and the mixture was heated to reflux for 2 hours. The reaction mixture was cooled to room temperature, a saturated ammonium chloride aq. solution and ethyl acetate were added and the organic layer was separated, washed with water and a saturated brine, dried over magnesi... Reaction SMILES: C(O[AlH-](OC(C)(C)C)OC(C)(C)C)(C)(C)C.[Li+].O1CCCC1.[CH3:23][C:24]([CH3:36])([C:32](OC)=[O:33])[C:25]([O:27][C:28]([CH3:31])([CH3:30])[CH3:29])=[O:26].[Cl-].[NH4+].C(OCC)(=O)C>O1CCCC1>[C:28]([O:27][C:25](=[O:26])[C:24]([CH3:36])([CH3:23])[CH2:32][OH:33])([CH3:31])([CH3:29])[CH3:30] |f:0.1.2,4.5|. The yield is 82.9%. Starting materials: FC=1C=C2C(NC(N(C2=CC1)CC1=CC(=C(C=C1)F)C(=O)O)=O)=O (6-fluoro-1-(3-carboxy-4-fluorobenzyl)quinazoline-2,4(1H,3H)-dione), FC=1C=C2C(NC(NC2=CC1)=O)=O (6-fluoroquinazoline-2,4(1H,3H)-dione), BrCC=1C=CC(=C(C(=O)OC)C1)F (methyl 5-(bromomethyl)-2-fluorobenzoate), COC(=O)C=1C=C(CN2C(NC(C3=CC=CC=C23)=O)=O)C=CC1 (1-(3-Methoxycarbonylbenzyl)quinazoline-2,4(1H,3H)-dione), substituted piperazine, compound. Product: C1(CCCC1)C(=O)N1CCN(CC1)C(=O)C=1C=C(CN2C(NC(C3=CC(=CC=C23)F)=O)=O)C=CC1 (1-(3-(4-(Cyclopentylcarbonyl)piperazine-1-carbonyl)benzyl)-6-fluoroquinazoline-2,4(1H,3H)-dione). RXN SMILES: [F:1][C:2]1[CH:3]=[C:4]2[C:9](=[CH:10][CH:11]=1)[N:8]([CH2:12][C:13]1[CH:18]=[CH:17][C:16](F)=[C:15]([C:20](O)=[O:21])[CH:14]=1)[C:7](=[O:23])[NH:6][C:5]2=[O:24].FC1[CH:27]=[C:28]2[C:33](=[CH:34][CH:35]=1)N[C:31](=O)[NH:30][C:29]2=[O:37].BrCC1C=CC(F)=C(C=1)C(OC)=O.COC(C1C=[C:57](C=CC=1)[CH2:58][N:59]1C2C(=CC=CC=2)C(=O)N[C:60]1=O)=O>>[CH:28]1([C:29]([N:30]2[CH2:31][CH2:60][N:59]([C:20]([C:15]3[CH:14]=[C:13]([CH:18]=[CH:17][CH:16]=3)[CH2:12][N:8]3[C:9]4[C:4](=[CH:3][C:2]([F:1])=[CH:11][CH:10]=4)[C:5](=[O:24])[NH:6][C:7]3=[O:23])=[O:21])[CH2:58][CH2:57]2)=[O:37])[CH2:27][CH2:35][CH2:34][CH2:33]1. Procedure details: The following compounds were prepared from 6-fluoro-1-(3-carboxy-4-fluorobenzyl)quinazoline-2,4(1H,3H)-dione (prepared from 6-fluoroquinazoline-2,4(1H,3H)-dione and methyl 5-(bromomethyl)-2-fluorobenzoate using procedures similar to those of compounds of Examples 1 and 2), and the corresponding substituted piperazine using a procedure similar to those described for the synthesis of compound of Example 3. The reactants are Cc1nc2cc(Cl)c(F)cc2c(OC(=O)C2CC2)c1C, CO, Cl, [Na+], [OH-], O. The product is Cc1nc2cc(Cl)c(F)cc2c(O)c1C. RXN SMILES: [CH3:1][c:2]1[n:3][c:4]2[cH:5][c:6]([Cl:20])[c:7]([F:19])[cH:8][c:9]2[c:10]([O:13][C:14]([CH:15]2[CH2:16][CH2:17]2)=[O:18])[c:11]1[CH3:12].[CH3:25][OH:26].[ClH:24].[Na+:22].[OH-:21].[OH2:23]>>[CH3:1][c:2]1[n:3][c:4]2[cH:5][c:6]([Cl:20])[c:7]([F:19])[cH:8][c:9]2[c:10]([OH:13])[c:11]1[CH3:12]. The reactants are C(C)(=O)[O-] (acetate), C=1C2=C(C(=C3C1OCO3)O)C(=O)N[C@@H]4C2=C[C@@H]([C@@H]5[C@H]4OP(=O)(O5)O)O (Narcistatin), CO.O (methanol water), C(C)(=O)[O-].[Mg+2].C(C)(=O)[O-] (magnesium acetate). The solvent is O (water). Run at time 3 day. The product is C=1C2=C(C(=C3C1OCO3)[O-])C(=O)N[C@@H]4C2=C[C@@H]([C@@H]5[C@H]4OP(=O)(O5)[O-])O.[Mg+2] (Magnesium Narcistatin). As a reaction SMILES: [CH:1]1[C:2]2[C:15]3=[CH:16][C@H:17]([OH:25])[C@H:18]4[O:23][P:21]([OH:24])(=[O:22])[O:20][C@H:19]4[C@@H:14]3[NH:13][C:11](=[O:12])[C:3]=2[C:4]([OH:10])=[C:5]2[O:9][CH2:8][O:7][C:6]=12.CO.O.C([O-])(=O)C.[Mg+2:33].C([O-])(=O)C.C([O-])(=O)C>O>[CH:1]1[C:2]2[C:15]3=[CH:16][C@H:17]([OH:25])[C@H:18]4[O:23][P:21]([O-:24])(=[O:22])[O:20][C@H:19]4[C@@H:14]3[NH:13][C:11](=[O:12])[C:3]=2[C:4]([O-:10])=[C:5]2[O:9][CH2:8][O:7][C:6]=12.[Mg+2:33] |f:1.2,3.4.5,8.9|. Reported procedure: To a mixture of phosphoric acid (3b, 50 mg, 0.135 mmol) and methanol-water (3:2) was added a solution of magnesium acetate (15 mg, 0.0675 mmol. 0.5 equiv) in water (1 ml). The mixture became opaque immediately upon addition of the metal acetate and was stirred for 3 days while further precipitation occurred. The solution was concentrated to a white residue and water-methanol was added (1.4 ml). The precipitate was collected and dried; grey solid, m.p. 210° C. dec. very insoluble in water, solubl...